Dataset: the Open Reaction Database (ORD), a public repository of structured organic reaction records. Task: describe an organic reaction: reactants, conditions, products, and yield Starting materials: BrC1=C(C(=O)OC)C=CC=C1 (methyl 2-bromobenzoate), Intermediate 1, tetrakistriphenylphosphine palladium (0), COCCOC (DME). Reagents/catalysts: catalyst. Run in C(=O)([O-])[O-].[Na+].[Na+] (Na2CO3), CCOCC (ether). The product is CC=1C=CC2=C(C=C(O2)C2=C(C(=O)OC)C=CC=C2)C1 (Methyl 2-(5-methyl-2-benzofuranyl)benzoate). Reaction SMILES: Br[C:2]1[CH:11]=[CH:10][CH:9]=[CH:8][C:3]=1[C:4]([O:6][CH3:7])=[O:5].CO[CH2:14][CH2:15][O:16][CH3:17]>C([O-])([O-])=O.[Na+].[Na+].CCOCC>[CH3:8][C:3]1[CH:4]=[CH:14][C:15]2[O:16][C:17]([C:2]3[CH:11]=[CH:10][CH:9]=[CH:8][C:3]=3[C:4]([O:6][CH3:7])=[O:5])=[CH:10][C:11]=2[CH:2]=1 |f:2.3.4|. Procedure: A solution of methyl 2-bromobenzoate (11.70 g), Intermediate 1 (12.75 g) and tetrakistriphenylphosphine palladium (0) (0.5 g) in DME (300 ml) and 2N Na2CO3 (60 ml) was heated to reflux with vigorous stirring under nitrogen. After 1.5 h a further 500 mg of catalyst was added and stirring at reflux under nitrogen continued. After about 5 h the reaction was cooled to room temperature and diluted with ether (300 ml). The organic layer was separated and washed with water (3×100 ml) and dried. Filtrat... Starting materials: O (water), FC1=CC=C(C=C1)C=1N=NC(=CC1Cl)Cl (3-(4'-Fluorophenyl)-4,6-dichloropyridazine), [OH-].[Na+] (Sodium hydroxide). Solvent: O1CCOCC1 (dioxane). The product is FC1=CC=C(C=C1)C=1N=NC(=CC1O)Cl (3-(4'-fluorophenyl)-4-hydroxy-6-chloropyridazine). Yield: 67.5%. Reaction SMILES: [F:1][C:2]1[CH:7]=[CH:6][C:5]([C:8]2[N:9]=[N:10][C:11]([Cl:15])=[CH:12][C:13]=2Cl)=[CH:4][CH:3]=1.[OH2:16].[OH-].[Na+]>O1CCOCC1>[F:1][C:2]1[CH:7]=[CH:6][C:5]([C:8]2[N:9]=[N:10][C:11]([Cl:15])=[CH:12][C:13]=2[OH:16])=[CH:4][CH:3]=1 |f:2.3|. Procedure: 3-(4'-Fluorophenyl)-4,6-dichloropyridazine (145.84 g, 0.600 mol) was dissolved in dioxane (800 ml) at 60° C., water (300 ml) was added, and the solution was refluxed. Sodium hydroxide solution (48 g of solid NaOH, dissolved in 300 ml of water) was then added dropwise in the course of half an hour, and the mixture was kept under reflux for a further 5 hours. The mixture was then evaporated to dryness in vacuo, the residue was dissolved in hot water (5 l), insoluble particles were filtered off, an... Reactants: C[P+](C)(C)CC#N, CCC#N, CCN(C(C)C)C(C)C, CNC(=O)c1ccc(N2CCNCC2)cc1, [I-], O=c1[nH]c2cc(CO)cnc2c2cccn12. The product is CNC(=O)c1ccc(N2CCN(Cc3cnc4c(c3)[nH]c(=O)n3cccc43)CC2)cc1. RXN SMILES: [C:34]([CH2:35][P+:36]([CH3:37])([CH3:38])[CH3:39])#[N:40].[C:50](#[N:51])[CH2:52][CH3:53].[CH2:41]([N:42]([CH:43]([CH3:44])[CH3:45])[CH:46]([CH3:47])[CH3:48])[CH3:49].[CH3:17][NH:18][C:19]([c:20]1[cH:21][cH:22][c:23]([N:26]2[CH2:27][CH2:28][NH:29][CH2:30][CH2:31]2)[cH:24][cH:25]1)=[O:32].[I-:33].[OH:1][CH2:2][c:3]1[cH:4][c:5]2[c:6]([c:7]3[n:8]([c:9](=[O:11])[nH:10]2)[cH:12][cH:13][cH:14]3)[n:15][cH:16]1>>[CH2:2]([c:3]1[cH:4][c:5]2[c:6]([c:7]3[n:8]([c:9](=[O:11])[nH:10]2)[cH:12][cH:13][cH:14]3)[n:15][cH:16]1)[N:29]1[CH2:28][CH2:27][N:26]([c:23]2[cH:22][cH:21][c:20]([C:19]([NH:18][CH3:17])=[O:32])[cH:25][cH:24]2)[CH2:31][CH2:30]1. Starting materials: N(=[N+]=[N-])C[C@@H]1CN2C(C[C@@H]2O1)=O ((3S,5S)-3-azidomethyl-4-oxa-1-azabicyclo [3,2,0] heptan-7-one), C(C)(=O)OC(C)=O (acetic anhydride). Solvent: C(C)(=O)OCC (ethyl acetate). Product: C(C)(=O)NC[C@H]1CN2C(C[C@@H]2O1)=O ((3S,5S)-3-(N-acetylamino)methyl-4-oxa-1-azabicyclo [3,2,0] heptan-7-one). Yield: 89.0%. RXN SMILES: [N:1]([CH2:4][C@H:5]1[O:11][C@@H:10]2[N:7]([C:8](=[O:12])[CH2:9]2)[CH2:6]1)=[N+]=[N-].[C:13](OC(=O)C)(=[O:15])[CH3:14]>C(OCC)(=O)C>[C:13]([NH:1][CH2:4][C@@H:5]1[O:11][C@@H:10]2[N:7]([C:8](=[O:12])[CH2:9]2)[CH2:6]1)(=[O:15])[CH3:14]. Reported procedure: (3S,5S)-3-azidomethyl-4-oxa-1-azabicyclo [3,2,0] heptan-7-one (710 mg, 4.23 mmole) was hydrogenated in the presence of acetic anhydride (431 mg, 4.23 mmole) in ethyl acetate (20 ml) at 50 psi for 1 hr. After removal of solvent, the residue was purified by silica gel column chromatography using ethyl acetate-acetone (5:1) as eluent and the title compound was obtained as solid. Reactants: FC1=C(C=C2C(NC(=NC2=C1)N1N=CC(=C1)C(=O)OCC)=O)C(C)C (ethyl 1-(7-fluoro-6-isopropyl-4-oxo-3,4-dihydroquinazolin-2-yl)-1H-pyrazole-4-carboxylate), CNCC (N-methylethanamine). The product is C(C)N(C1=NC(=NC2=CC(=C(C=C12)C(C)C)F)N1N=CC(=C1)C(=O)O)C (1-(4-(Ethyl(methyl)amino)-7-fluoro-6-isopropylquinazolin-2-yl)-1H-pyrazole-4-carboxylic acid). Reaction SMILES: [F:1][C:2]1[CH:11]=[C:10]2[C:5]([C:6](=O)[NH:7][C:8]([N:12]3[CH:16]=[C:15]([C:17]([O:19]CC)=[O:18])[CH:14]=[N:13]3)=[N:9]2)=[CH:4][C:3]=1[CH:23]([CH3:25])[CH3:24].[CH3:26][NH:27][CH2:28][CH3:29]>>[CH2:28]([N:27]([CH3:26])[C:6]1[C:5]2[C:10](=[CH:11][C:2]([F:1])=[C:3]([CH:23]([CH3:25])[CH3:24])[CH:4]=2)[N:9]=[C:8]([N:12]2[CH:16]=[C:15]([C:17]([OH:19])=[O:18])[CH:14]=[N:13]2)[N:7]=1)[CH3:29]. Procedure: The above compound may be made analogous to Example 1 using ethyl 1-(7-fluoro-6-isopropyl-4-oxo-3,4-dihydroquinazolin-2-yl)-1H-pyrazole-4-carboxylate in step D and N-methylethanamine in step E. MS (ESI): predicted mass calcd. for C18H20FN5O2, 357.2 The reactants are COc1cccc(C(C)(O)c2cccc(OC)c2)c1, CC(=O)O, I, O. Yields the product C=C(c1cccc(OC)c1)c1cccc(OC)c1. RXN SMILES: [CH3:1][O:2][c:3]1[cH:4][c:5]([C:9]([CH3:10])([OH:11])[c:12]2[cH:13][c:14]([O:18][CH3:19])[cH:15][cH:16][cH:17]2)[cH:6][cH:7][cH:8]1.[CH3:21][C:22](=[O:23])[OH:24].[I:20].[OH2:25]>>[CH3:1][O:2][c:3]1[cH:4][c:5]([C:9](=[CH2:10])[c:12]2[cH:13][c:14]([O:18][CH3:19])[cH:15][cH:16][cH:17]2)[cH:6][cH:7][cH:8]1. Starting materials: CO, COC(=O)C1=Cc2ccccc2OCC1. Yields the product O=C(O)C1=Cc2ccccc2OCC1. RXN SMILES: [CH3:16][OH:17].[CH3:1][O:2][C:3](=[O:4])[C:5]1=[CH:6][c:7]2[c:8]([cH:12][cH:13][cH:14][cH:15]2)[O:9][CH2:10][CH2:11]1>>[O:2]=[C:3]([OH:4])[C:5]1=[CH:6][c:7]2[c:8]([cH:12][cH:13][cH:14][cH:15]2)[O:9][CH2:10][CH2:11]1. Reactants: ClC=1N=CNC1Cl (4,5-Dichloroimidazole), [OH-].[K+] (Potassium hydroxide), BrCCCCCCCC (1-bromooctane), Cl.ClCC1=NC2=CC=CC=C2C=C1 (2-chloromethylquinoline hydrochloride). The solvent is C(C)#N (acetonitrile), C(C)#N (acetonitrile). Conditions: time 0.5 hour. Yields the product C(CCCCCCC)N1CC(=CC2=CC=CC=C12)C.[Br-].ClC=1NC=[NH+]C1Cl (1-octyl-3-methylquinoline 4,5-dichloroimidazolium bromide). RXN SMILES: [Cl:1][C:2]1[N:3]=[CH:4][NH:5][C:6]=1[Cl:7].[OH-].[K+].[Br:10][CH2:11][CH2:12][CH2:13][CH2:14][CH2:15][CH2:16][CH2:17][CH3:18].Cl.ClC[C:22]1[CH:31]=[CH:30][C:29]2[C:24](=[CH:25][CH:26]=CC=2)N=1>C(#N)C>[CH2:11]([N:5]1[C:6]2[C:29](=[CH:24][CH:25]=[CH:26][CH:2]=2)[CH:30]=[C:31]([CH3:22])[CH2:4]1)[CH2:12][CH2:13][CH2:14][CH2:15][CH2:16][CH2:17][CH3:18].[Br-:10].[Cl:1][C:2]1[NH:3][CH:4]=[NH+:5][C:6]=1[Cl:7] |f:1.2,4.5,7.8.9|. Procedure details: 4,5-Dichloroimidazole (1.23 g, 9 mmol) will be dissolved into acetonitrile. Potassium hydroxide (0.61 g, 9.9 mmol) will be added and the mixture will be allowed to stir for 0.5 h. 1-bromooctane (9 mmol) will be added and the solution will be allowed to reflux overnight. The solution will be filtered hot to remove a white precipitate (presumed to be KBr). 2-chloromethylquinoline hydrochloride (9 mmol) will be dissolved into acetonitrile along with an equivalent of base. This mixture will be added... Solvent: C1CCOC1 (THF). Procedure: Ethyl magnesium bromide (0.53 g, 3.96 ml, 3.98 mmol) was added drop wise to a solution of 5-(4′-(N-((dimethylamino)methylene)sulfamoyl)-6-methoxy-[1,1′-biphenyl]-3-yl)-N-methoxy-N,1,4-trimethyl-1H-pyrrole-2-carboxamide (Step 5, 0.4 g, 0.80 mmol) in anhydrous THF (10 ml) under stirring at 25° C. The reaction mixture was heated at 70-75° C. for 1 hour. The progress of the reaction was monitored by TLC. The reaction mixture was then cooled to 0° C. and was quenched by addition of saturated solution... Product: CN1C(=C(C=C1C(CC)=O)C)C=1C=CC(=C(C1)C1=CC=C(C=C1)S(=O)(=O)N)OC (5′-(1,3-dimethyl-5-propionyl-1H-pyrrol-2-yl)-2′-methoxy-[1,1′-biphenyl]-4-sulfonamide). Reaction SMILES: [CH2:1]([Mg]Br)[CH3:2].CN(C=[N:9][S:10]([C:13]1[CH:18]=[CH:17][C:16]([C:19]2[C:24]([O:25][CH3:26])=[CH:23][CH:22]=[C:21]([C:27]3[N:31]([CH3:32])[C:30]([C:33](N(OC)C)=[O:34])=[CH:29][C:28]=3[CH3:39])[CH:20]=2)=[CH:15][CH:14]=1)(=[O:12])=[O:11])C>C1COCC1>[CH3:32][N:31]1[C:30]([C:33](=[O:34])[CH2:1][CH3:2])=[CH:29][C:28]([CH3:39])=[C:27]1[C:21]1[CH:22]=[CH:23][C:24]([O:25][CH3:26])=[C:19]([C:16]2[CH:17]=[CH:18][C:13]([S:10]([NH2:9])(=[O:11])=[O:12])=[CH:14][CH:15]=2)[CH:20]=1. Reactants: C(C)[Mg]Br (Ethyl magnesium bromide), CN(C)C=NS(=O)(=O)C1=CC=C(C=C1)C1=CC(=CC=C1OC)C1=C(C=C(N1C)C(=O)N(C)OC)C (5-(4′-(N-((dimethylamino)methylene)sulfamoyl)-6-methoxy-[1,1′-biphenyl]-3-yl)-N-methoxy-N,1,4-trimethyl-1H-pyrrole-2-carboxamide). Conditions: temperature 25 celsius. Reactants: C(C1=CC=CC=C1)S/C(=C\C=C(\[Sn](C1=CC=CC=C1)(C1=CC=CC=C1)C1=CC=CC=C1)/SCC1=CC=CC=C1)/I ((E,E)-1,4-Bis(benzylthio)-1-iodo-4-triphenylstannyl-1,3-butadiene), C(C)N (EtNH2), C[Si](C)(C)C#C (trimethylsilylethyne), C(Cl)Cl (CH2Cl2). Reagents/catalysts: [Cu]I (CuI), Cl[Pd]([P](C1=CC=CC=C1)(C2=CC=CC=C2)C3=CC=CC=C3)([P](C4=CC=CC=C4)(C5=CC=CC=C5)C6=CC=CC=C6)Cl ((Ph3P)2PdCl2). Solvent: C1=CC=CC=C1 (benzene), hexanes. Reaction conditions: time 38 hour. Yields the product C(C1=CC=CC=C1)S/C(=C\C=C(/C#C[Si](C)(C)C)\SCC1=CC=CC=C1)/[Sn](C1=CC=CC=C1)(C1=CC=CC=C1)C1=CC=CC=C1 ((E,E)-1,4-Bis(benzylthio)-1-triphenylstannyl-6-(trimethylsilyl)hexa-1,3-diene-5-yne). Yield: 86.3%. As a reaction SMILES: C(N)C.[CH3:4][Si:5]([C:8]#[CH:9])([CH3:7])[CH3:6].[CH2:10]([S:17]/[C:18](/I)=[CH:19]\[CH:20]=[C:21](/[S:41][CH2:42][C:43]1[CH:48]=[CH:47][CH:46]=[CH:45][CH:44]=1)\[Sn:22]([C:35]1[CH:40]=[CH:39][CH:38]=[CH:37][CH:36]=1)([C:29]1[CH:34]=[CH:33][CH:32]=[CH:31][CH:30]=1)[C:23]1[CH:28]=[CH:27][CH:26]=[CH:25][CH:24]=1)[C:11]1[CH:16]=[CH:15][CH:14]=[CH:13][CH:12]=1.C(Cl)Cl>C1C=CC=CC=1.[Cu]I.Cl[Pd](Cl)([P](C1C=CC=CC=1)(C1C=CC=CC=1)C1C=CC=CC=1)[P](C1C=CC=CC=1)(C1C=CC=CC=1)C1C=CC=CC=1>[CH2:42]([S:41]/[C:21](/[Sn:22]([C:35]1[CH:36]=[CH:37][CH:38]=[CH:39][CH:40]=1)([C:29]1[CH:30]=[CH:31][CH:32]=[CH:33][CH:34]=1)[C:23]1[CH:24]=[CH:25][CH:26]=[CH:27][CH:28]=1)=[CH:20]\[CH:19]=[C:18](\[S:17][CH2:10][C:11]1[CH:16]=[CH:15][CH:14]=[CH:13][CH:12]=1)/[C:9]#[C:8][Si:5]([CH3:7])([CH3:6])[CH3:4])[C:43]1[CH:48]=[CH:47][CH:46]=[CH:45][CH:44]=1 |^1:63,82|. Procedure: A mixture of EtNH2 (1 mL) and trimethylsilylethyne (32 mL, 0.23 mmol) were added to a solution of 5 (0.148 g, 0.190 mmol), CuI (1.81 mg., 0.0095 mmol) and (Ph3P)2PdCl2 (6.67 mg, 0.0095 mmol) in benzene (3 mL) under argon. The resulting yellow-green solution was stirred at room temperature for 38 h, and then concentrated in vacuo. The residue was mixed with ether (20 mL) and water (5 mL), the layers were separated and the aqueous layer was extracted by ether (2×10 mL). The combined ether layers w...